This data is from the Open Reaction Database (ORD), a public repository of structured organic reaction records. The task is: describe an organic reaction: reactants, conditions, products, and yield Starting materials: ClC1=C(C=C(C(=C1)Cl)O)C=1C(N(C(=CN1)C(F)(F)F)C)=O (3-(2,4-dichloro-5-hydroxyphenyl)-1-methyl-6-trifluoromethyl-2-oxo-1,2-dihydropyrazine), ClC1=C(C=C(C(=C1)Cl)O)C=1C(N(C(=CN1)C(F)(F)F)C)=O (3-(2,4-dichloro-5-hydroxyphenyl)-1-methyl-6-trifluoromethyl-2-oxo-1,2-dihydropyrazine), C([O-])([O-])=O.[K+].[K+] (potassium carbonate), C(C#C)Br (propargyl bromide), O (water). Solvent: CN(C=O)C (N,N-dimethylformamide). Reaction conditions: time 1 hour. Yields the product ClC1=C(C=C(C(=C1)Cl)OCC#C)C=1C(N(C(=CN1)C(F)(F)F)C)=O (3-[2,4-dichloro-5-(propargyloxy)phenyl]-1-methyl-6-trifluoromethyl-2-oxo-1,2-dihydropyrazine). The yield is 95.9%. Reaction SMILES: [Cl:1][C:2]1[CH:7]=[C:6]([Cl:8])[C:5]([OH:9])=[CH:4][C:3]=1[C:10]1[C:11](=[O:21])[N:12]([CH3:20])[C:13]([C:16]([F:19])([F:18])[F:17])=[CH:14][N:15]=1.C(=O)([O-])[O-].[K+].[K+].[CH2:28](Br)[C:29]#[CH:30].O>CN(C)C=O>[Cl:1][C:2]1[CH:7]=[C:6]([Cl:8])[C:5]([O:9][CH2:30][C:29]#[CH:28])=[CH:4][C:3]=1[C:10]1[C:11](=[O:21])[N:12]([CH3:20])[C:13]([C:16]([F:18])([F:17])[F:19])=[CH:14][N:15]=1 |f:1.2.3|. Reported procedure: First, 150 mg of 3-(2,4-dichloro-5-hydroxyphenyl)-1-methyl-6-trifluoromethyl-2-oxo-1,2-dihydropyrazine (present compound 1-357) was dissolved in 0.90 ml of N,N-dimethylformamide, to which 92 mg of potassium carbonate and 58 mg of propargyl bromide were added, and the mixture was stirred at room temperature for 1 hour. After completion of the reaction, the reaction mixture was poured into water, followed by extraction with ethyl acetate. The organic layer was washed with saturated sodium chloride... Starting materials: ClC1=NC=C(C=C1[N+](=O)[O-])C (2-chloro-5-methyl-3-nitropyridine), NC(=S)N (thiourea). Solvent: petroleum ether, C(C)O (ethanol). Product: Cl.CC=1C=C(C(=NC1)SC(N)=N)[N+](=O)[O-] (2-(5-Methyl-3-nitro-2-pyridyl)isothiourea hydrochloride). Reaction SMILES: [Cl:1][C:2]1[C:7]([N+:8]([O-:10])=[O:9])=[CH:6][C:5]([CH3:11])=[CH:4][N:3]=1.[NH2:12][C:13]([NH2:15])=[S:14]>C(O)C>[ClH:1].[CH3:11][C:5]1[CH:6]=[C:7]([N+:8]([O-:10])=[O:9])[C:2]([S:14][C:13](=[NH:12])[NH2:15])=[N:3][CH:4]=1 |f:3.4|. Procedure details: A solution of 23 g of 2-chloro-5-methyl-3-nitropyridine and 11.14 g of thiourea in 130 cm3 of ethanol is brought to reflux for 2 hours. After cooling and addition of 20 cm3 of petroleum ether (40°-60° C.), the precipitate obtained is collected on a filter, washed with petroleum ether and dried. Reactants: CC1=C(OC2=C1C(=CC=C2C(C)(C)C)O)C(=O)O (3-methyl-4-hydroxy-7-tert-butylbenzofuran-2-carboxylic acid), N1=CC=CC2=CC=CC=C12 (quinoline), Cl (HCl). The reagents and catalysts are [Cu] (copper). Run in C(Cl)(Cl)(Cl)Cl (Carbon tetrachloride). Conditions: temperature 210 celsius. Product: CC1=COC2=C1C(=CC=C2C(C)(C)C)O (3-methyl-4-hydroxy-7-tert-butylbenzofuran), compound 10a. As a reaction SMILES: [CH3:1][C:2]1[C:6]2[C:7]([OH:15])=[CH:8][CH:9]=[C:10]([C:11]([CH3:14])([CH3:13])[CH3:12])[C:5]=2[O:4][C:3]=1C(O)=O.N1C2C(=CC=CC=2)C=CC=1.Cl>[Cu].C(Cl)(Cl)(Cl)Cl>[CH3:1][C:2]1[C:6]2[C:7]([OH:15])=[CH:8][CH:9]=[C:10]([C:11]([CH3:13])([CH3:12])[CH3:14])[C:5]=2[O:4][CH:3]=1. Procedure: A mixture of 3-methyl-4-hydroxy-7-tert-butylbenzofuran-2-carboxylic acid (0.250 g, 1.0 mmol), quinoline (0.75 mL), and copper powder (0.064 g, 1.0 mmol) was heated to 210° C. until gas evolution ceased (about 10 minutes) and then poured into 2N HCl (15 mL). Carbon tetrachloride (15 mL) was added and the biphasic mixture was filtered through celite. The layers were separated and the aqueous layer extracted with an additional portion of carbon tetrachloride (15 mL). The combined extracts were drie... Reactants: CCO, O=S(=O)(Oc1ccc(F)cc1)c1ccc(Oc2ccc(F)cc2)cc1, [Na+], [OH-]. Product: O=S(=O)(O)c1ccc(Oc2ccc(F)cc2)cc1. RXN SMILES: [CH3:28][CH2:29][OH:30].[F:1][c:2]1[cH:3][cH:4][c:5]([O:8][S:9](=[O:10])(=[O:11])[c:12]2[cH:13][cH:14][c:15]([O:18][c:19]3[cH:20][cH:21][c:22]([F:25])[cH:23][cH:24]3)[cH:16][cH:17]2)[cH:6][cH:7]1.[Na+:27].[OH-:26]>>[O:8]=[S:9](=[O:10])([OH:11])[c:12]1[cH:13][cH:14][c:15]([O:18][c:19]2[cH:20][cH:21][c:22]([F:25])[cH:23][cH:24]2)[cH:16][cH:17]1. Starting materials: Cl.CS(=O)(=O)OC=1C=CC2=C(SC(=C2C(C2=CC=C(C=C2)OCCN2CCCC2)=O)C2=CC=C(C=C2)OS(=O)(=O)C)C1 (6-methanesulfonyloxy-2-(4-methanesulfonyloxyphenyl)-3-[4-(2-pyrrolidinoethoxy)benzoyl]benzo[b]thiophene, hydrochloride), [OH-].[Na+] (sodium hydroxide). The solvent is C(C)O (ethanol). Yields the product OC=1C=CC2=C(SC(=C2C(C2=CC=C(C=C2)OCCN2CCCC2)=O)C2=CC=C(C=C2)O)C1 (6-hydroxy-2-(4-hydroxyphenyl)-3-[4-(2-pyrrolidinoethoxy)benzoyl]benzo[b]thiophene). As a reaction SMILES: Cl.CS([O:6][C:7]1[CH:8]=[CH:9][C:10]2[C:14]([C:15](=[O:30])[C:16]3[CH:21]=[CH:20][C:19]([O:22][CH2:23][CH2:24][N:25]4[CH2:29][CH2:28][CH2:27][CH2:26]4)=[CH:18][CH:17]=3)=[C:13]([C:31]3[CH:36]=[CH:35][C:34]([O:37]S(C)(=O)=O)=[CH:33][CH:32]=3)[S:12][C:11]=2[CH:42]=1)(=O)=O.[OH-].[Na+]>C(O)C>[OH:6][C:7]1[CH:8]=[CH:9][C:10]2[C:14]([C:15](=[O:30])[C:16]3[CH:17]=[CH:18][C:19]([O:22][CH2:23][CH2:24][N:25]4[CH2:26][CH2:27][CH2:28][CH2:29]4)=[CH:20][CH:21]=3)=[C:13]([C:31]3[CH:32]=[CH:33][C:34]([OH:37])=[CH:35][CH:36]=3)[S:12][C:11]=2[CH:42]=1 |f:0.1,2.3|. Procedure: A 5 g. portion of 6-methanesulfonyloxy-2-(4-methanesulfonyloxyphenyl)-3-[4-(2-pyrrolidinoethoxy)benzoyl]benzo[b]thiophene, hydrochloride, was dissolved in 125 ml. of denatured ethanol and 15 ml. of 5 N sodium hydroxide, and the mixture was stirred under reflux for one hour. The ethanol was then evaporated away under vacuum, and the residue was dissolved in water. The mixture was then made acid with 1 N hydrochloric acid, and was then made basic with sodium bicarbonate. The basic solution was ext...